This data is from the Open Reaction Database (ORD), a public repository of structured organic reaction records. The task is: describe an organic reaction: reactants, conditions, products, and yield The reactants are OCCN(C(=O)C1=NC(=NC(=C1OCC1=CC=CC=C1)O)CC1(CCCC1)C1=CC=CC2=CC=CC=C12)C (5-benzyloxy-6-hydroxy-2-(1-naphthalen-1-yl-cyclopentylmethyl)-pyrimidine-4-carboxylic acid (2-hydroxyethyl)-methyl-amide), C(C1=CC=CC=C1)N(C(=O)C1=NC(=NC(=C1OCC1=CC=CC=C1)O)CC1(CCCC1)C1=CC=C(C=C1)Cl)CCO[Si](C)(C)C(C)(C)C (N-benzyl-5-(benzyloxy)-N-(2-((tert-butyldimethylsilyl)oxy)ethyl)-2-((1-(4-chlorophenyl)cyclopentyl)methyl)-6-hydroxypyrimidine-4-carboxamide). Product: C(C1=CC=CC=C1)N(C(=O)C1=NC(=NC(=C1OCC1=CC=CC=C1)O)CC1(CCCC1)C1=CC=C(C=C1)Cl)CCO (N-Benzyl-5-(benzyloxy)-2-((1-(4-chlorophenyl)cyclopentyl)methyl)-6-hydroxy-N-(2-hydroxyethyl)pyrimidine-4-carboxamide). As a reaction SMILES: OCCN(C)C(C1C(OCC2C=CC=CC=2)=C(O)N=C(CC2(C3C4C(=CC=CC=4)C=CC=3)CCCC2)N=1)=O.[CH2:39]([N:46]([CH2:77][CH2:78][O:79][Si](C(C)(C)C)(C)C)[C:47]([C:49]1[C:54]([O:55][CH2:56][C:57]2[CH:62]=[CH:61][CH:60]=[CH:59][CH:58]=2)=[C:53]([OH:63])[N:52]=[C:51]([CH2:64][C:65]2([C:70]3[CH:75]=[CH:74][C:73]([Cl:76])=[CH:72][CH:71]=3)[CH2:69][CH2:68][CH2:67][CH2:66]2)[N:50]=1)=[O:48])[C:40]1[CH:45]=[CH:44][CH:43]=[CH:42][CH:41]=1>>[CH2:39]([N:46]([CH2:77][CH2:78][OH:79])[C:47]([C:49]1[C:54]([O:55][CH2:56][C:57]2[CH:62]=[CH:61][CH:60]=[CH:59][CH:58]=2)=[C:53]([OH:63])[N:52]=[C:51]([CH2:64][C:65]2([C:70]3[CH:75]=[CH:74][C:73]([Cl:76])=[CH:72][CH:71]=3)[CH2:66][CH2:67][CH2:68][CH2:69]2)[N:50]=1)=[O:48])[C:40]1[CH:45]=[CH:44][CH:43]=[CH:42][CH:41]=1. Procedure details: This compound was prepared following the same method as described for 5-benzyloxy-6-hydroxy-2-(1-naphthalen-1-yl-cyclopentylmethyl)-pyrimidine-4-carboxylic acid (2-hydroxyethyl)-methyl-amide (351) from N-benzyl-5-(benzyloxy)-N-(2-((tert-butyldimethylsilyl)oxy)ethyl)-2-((1-(4-chlorophenyl)cyclopentyl)methyl)-6-hydroxypyrimidine-4-carboxamide (506). Starting materials: C(C)(C)(C)OC(=O)N1C(SCC1C(=O)O)C=1C=NC=CC1 (N-tert-Butoxycarbonyl-2-(3-pyridyl)thiazolidine-4-carboxylic acid), Cl.C(C)OC([C@H](N)CCSC)=O (D-methionine ethyl ester hydrochloride). Product: Cl.Cl.C(C)OC([C@H](NC(=O)C1NC(SC1)C=1C=NC=CC1)CCSC)=O ([2-(3-pyridyl)thiazolidine-4-carbonyl]-D-methionine ethyl ester dihydrochloride). Reaction SMILES: C(OC([N:8]1[CH:12]([C:13]([OH:15])=O)[CH2:11][S:10][CH:9]1[C:16]1[CH:17]=[N:18][CH:19]=[CH:20][CH:21]=1)=O)(C)(C)C.[ClH:22].[CH2:23]([O:25][C:26](=[O:33])[C@@H:27]([CH2:29][CH2:30][S:31][CH3:32])[NH2:28])[CH3:24]>>[ClH:22].[ClH:22].[CH2:23]([O:25][C:26](=[O:33])[C@@H:27]([CH2:29][CH2:30][S:31][CH3:32])[NH:28][C:13]([CH:12]1[CH2:11][S:10][CH:9]([C:16]2[CH:17]=[N:18][CH:19]=[CH:20][CH:21]=2)[NH:8]1)=[O:15])[CH3:24] |f:1.2,3.4.5|. Procedure details: N-tert-Butoxycarbonyl-2-(3-pyridyl)thiazolidine-4-carboxylic acid and D-methionine ethyl ester hydrochloride were used as the starting materials and treated in the same manner as in Example 4 to give [2-(3-pyridyl)thiazolidine-4-carbonyl]-D-methionine ethyl ester dihydrochloride. Melting point 94°-96° C. The reactants are CC(=O)O, NC(=O)C1=Cc2cc(C(=O)c3c(Cl)cccc3Cl)c(O)cc21, Cl. Reaction SMILES: [CH3:23][C:24]([OH:25])=[O:26].[Cl:1][c:2]1[c:3]([C:4](=[O:5])[c:6]2[cH:7][c:8]3[c:9]([cH:15][c:16]2[OH:17])[C:10]([C:12](=[O:13])[NH2:14])=[CH:11]3)[c:18]([Cl:22])[cH:19][cH:20][cH:21]1.[ClH:27]>>[Cl:1][c:2]1[c:3]([C:4](=[O:5])[c:6]2[cH:7][c:8]3[c:9]([cH:15][c:16]2[OH:17])[C:10]([C:12](=[O:13])[OH:25])=[CH:11]3)[c:18]([Cl:22])[cH:19][cH:20][cH:21]1. Product: O=C(O)C1=Cc2cc(C(=O)c3c(Cl)cccc3Cl)c(O)cc21. The reactants are C(C1=CC=CC=C1)(=O)C1=C(C=C(N1C)CC(=O)OCC)C (ethyl 5-benzoyl-1,4-dimethylpyrrole-2-acetate), C(CC)I (n-propyl iodide). Product: C(C)C=1N(C(=C(C1)C)C(C1=CC=CC=C1)=O)C.C(CC)CC(=O)[O-] (ethyl 5-benzoyl-1,4-dimethylpyrrole 2-(α-n-propyl)-acetate). RXN SMILES: [C:1]([C:9]1[N:13]([CH3:14])[C:12]([CH2:15][C:16]([O:18]CC)=[O:17])=[CH:11][C:10]=1[CH3:21])(=[O:8])[C:2]1[CH:7]=[CH:6][CH:5]=[CH:4][CH:3]=1.C(I)CC>>[CH2:15]([C:12]1[N:13]([CH3:14])[C:9]([C:1](=[O:8])[C:2]2[CH:3]=[CH:4][CH:5]=[CH:6][CH:7]=2)=[C:10]([CH3:21])[CH:11]=1)[CH3:16].[CH2:12]([CH2:15][C:16]([O-:18])=[O:17])[CH2:11][CH3:10] |f:2.3|. Procedure: The alkylation procedure of Example 77A is performed upon ethyl 5-benzoyl-1,4-dimethylpyrrole-2-acetate (from Example 86), using an equivalent quantity of n-propyl iodide instead of methyl iodide used in Example 77A to yield ethyl 5-benzoyl-1,4-dimethylpyrrole-2-(α-n-propyl)-acetate. RXN SMILES: [CH3:33][OH:34].[CH3:3][O:4][c:5]1[cH:6][cH:7][c:8]([S:11](=[O:12])(=[O:13])[CH:14]([C:15]([C:16](=[O:17])[O:18][CH3:19])([CH3:20])[CH3:21])[CH2:22][CH2:23][CH2:24][CH2:25][c:26]2[cH:27][cH:28][cH:29][cH:30][cH:31]2)[cH:9][cH:10]1.[Na+:2].[OH-:1].[OH2:32]>>[CH3:3][O:4][c:5]1[cH:6][cH:7][c:8]([S:11](=[O:12])(=[O:13])[CH:14]([C:15]([C:16](=[O:17])[OH:18])([CH3:20])[CH3:21])[CH2:22][CH2:23][CH2:24][CH2:25][c:26]2[cH:27][cH:28][cH:29][cH:30][cH:31]2)[cH:9][cH:10]1. Product: COc1ccc(S(=O)(=O)C(CCCCc2ccccc2)C(C)(C)C(=O)O)cc1. Starting materials: CO, COC(=O)C(C)(C)C(CCCCc1ccccc1)S(=O)(=O)c1ccc(OC)cc1, [Na+], [OH-], O. Reactants: C1CCOC1, Cn1ccc(S(=O)(=O)N(Cc2ccc(Cl)cc2)c2ccc3c(c2)C(=O)NCC3)n1, [H-], CCI, [Na+]. The product is CCN1CCc2ccc(N(Cc3ccc(Cl)cc3)S(=O)(=O)c3ccn(C)n3)cc2C1=O. RXN SMILES: [CH2:35]1[O:36][CH2:37][CH2:38][CH2:39]1.[Cl:1][c:2]1[cH:3][cH:4][c:5]([CH2:6][N:7]([S:8](=[O:9])(=[O:10])[c:11]2[n:12][n:13]([CH3:16])[cH:14][cH:15]2)[c:17]2[cH:18][cH:19][c:20]3[c:25]([cH:26]2)[C:24](=[O:27])[NH:23][CH2:22][CH2:21]3)[cH:28][cH:29]1.[H-:30].[I:32][CH2:33][CH3:34].[Na+:31]>>[Cl:1][c:2]1[cH:3][cH:4][c:5]([CH2:6][N:7]([S:8](=[O:9])(=[O:10])[c:11]2[n:12][n:13]([CH3:16])[cH:14][cH:15]2)[c:17]2[cH:18][cH:19][c:20]3[c:25]([cH:26]2)[C:24](=[O:27])[N:23]([CH2:33][CH3:34])[CH2:22][CH2:21]3)[cH:28][cH:29]1. The reactants are Cl.C1(CCCCCCCCC1)N1CCC2(C(NCN2C2=CC=CC=C2)=O)CC1 (8-cyclodecyl-1-phenyl-1,3,8-triaza-spiro[4,5]decan-4-one hydrochloride), FC(C=1C=C(CCl)C=CC1)(F)F (3-trifluoromethylbenzylchloride). Product: Cl.C1(CCCCCCCCC1)N1CCC2(C(N(CN2C2=CC=CC=C2)CC2=CC(=CC=C2)C(F)(F)F)=O)CC1 (8-Cyclodecyl-1-phenyl-3-(3-trifluoromethyl-benzyl)-1,3,8-triaza-spiro[4,5]decan-4-one hydrochloride). Reaction SMILES: Cl.[CH:2]1([N:12]2[CH2:28][CH2:27][C:15]3([N:19]([C:20]4[CH:25]=[CH:24][CH:23]=[CH:22][CH:21]=4)[CH2:18][NH:17][C:16]3=[O:26])[CH2:14][CH2:13]2)[CH2:11][CH2:10][CH2:9][CH2:8][CH2:7][CH2:6][CH2:5][CH2:4][CH2:3]1.[F:29][C:30]([F:40])([F:39])[C:31]1[CH:32]=[C:33]([CH:36]=[CH:37][CH:38]=1)[CH2:34][Cl:35]>>[ClH:35].[CH:2]1([N:12]2[CH2:28][CH2:27][C:15]3([N:19]([C:20]4[CH:21]=[CH:22][CH:23]=[CH:24][CH:25]=4)[CH2:18][N:17]([CH2:34][C:33]4[CH:36]=[CH:37][CH:38]=[C:31]([C:30]([F:29])([F:39])[F:40])[CH:32]=4)[C:16]3=[O:26])[CH2:14][CH2:13]2)[CH2:11][CH2:10][CH2:9][CH2:8][CH2:7][CH2:6][CH2:5][CH2:4][CH2:3]1 |f:0.1,3.4|. Reported procedure: The title compound, white solid, m. p. 197° C. and MS: m/e=528.3 (M+H+) was prepared in accordance with the general method of example 24 from 8-cyclodecyl-1-phenyl-1,3,8-triaza-spiro[4,5]decan-4-one hydrochloride and 3-trifluoromethylbenzylchloride.